This data is from the Open Reaction Database (ORD), a public repository of structured organic reaction records. The task is: describe an organic reaction: reactants, conditions, products, and yield The reactants are BrC1=CC(NC=C1)=O (4-Bromo-1H-pyridin-2-one), C(C1=CC=CC=C1)Br (benzyl bromide). Reagents/catalysts: C([O-])([O-])=O.[Ag+2] (silver carbonate). The solvent is C1=CC=CC=C1 (benzene). Reaction conditions: temperature 50 celsius, time 16 hour. Yields the product C(C1=CC=CC=C1)OC1=NC=CC(=C1)Br (2-Benzyloxy-4-bromo-pyridine). As a reaction SMILES: [Br:1][C:2]1[CH:7]=[CH:6][NH:5][C:4](=[O:8])[CH:3]=1.[CH2:9](Br)[C:10]1[CH:15]=[CH:14][CH:13]=[CH:12][CH:11]=1>C1C=CC=CC=1.C(=O)([O-])[O-].[Ag+2]>[CH2:9]([O:8][C:4]1[CH:3]=[C:2]([Br:1])[CH:7]=[CH:6][N:5]=1)[C:10]1[CH:15]=[CH:14][CH:13]=[CH:12][CH:11]=1 |f:3.4|. Procedure: A mixture of 4-Bromo-1H-pyridin-2-one (0.613 g), silver carbonate (0.63 g) and benzyl bromide (0.50 mL) in benzene (10 mL) was heated at 50° C. for 24 hours, protected from light. Reaction mixture stirred ambient temperature for 16 hours. Reaction mixture was filtered through a pad of CELITE, which was washed ethyl acetate. The filtrate was concentrated and purified by flash column chromatography (silica gel, 0 to 10% ethyl acetate/hexanes) to give 2-Benzyloxy-4-bromo-pyridine (0.6043 g): LCMS-E... Starting materials: Cl/C(=C(/C(=O)OCCCC)\Cl)/C(=O)OCCCC (dibutyl dichloromaleate), C(C)(=O)[O-].[NH4+] (ammonium acetate). Run in CN(C=O)C (dimethylformamide). Yields the product N/C(=C(/C(=O)OCCCC)\Cl)/C(=O)OCCCC (dibutyl aminochloromaleate). Yield: 99.2%. Reaction SMILES: [Cl:1]/[C:2](/[C:12]([O:14][CH2:15][CH2:16][CH2:17][CH3:18])=[O:13])=[C:3](\Cl)/[C:4]([O:6][CH2:7][CH2:8][CH2:9][CH3:10])=[O:5].C([O-])(=O)C.[NH4+:23]>CN(C)C=O>[NH2:23]/[C:3](/[C:4]([O:6][CH2:7][CH2:8][CH2:9][CH3:10])=[O:5])=[C:2](\[Cl:1])/[C:12]([O:14][CH2:15][CH2:16][CH2:17][CH3:18])=[O:13] |f:1.2|. Procedure details: 29.7 g (0.1 mol) of dibutyl dichloromaleate, 19.27 g (0.25 mol) of ammonium acetate and 40 ml of dimethylformamide were reacted under the same conditions as described in Example 1. 27.55 g (88.7% yield) of dibutyl aminochloromaleate were obtained as a reddish, viscous liquid (purity according to GC analysis 90%). Starting materials: P(OCC)(OCC)[O-] (diethyl phosphite), N12C=CCCCC2NCCC1 (1,8-diazabicyclo[5.4.0]undecene), C(CCCCCCCCCCC)C(C(C)=O)OS(=O)(=O)O (dodecylsulfoxyacetone). Solvent: O1CCCC1 (tetrahydrofuran), O1CCCC1 (tetrahydrofuran). Yields the product C(CCCCCCCCCCC)C(C(P(OCC)(=O)OCC)(C)O)OS(=O)(=O)O (diethyl 2-dodecylsulfoxy-1-hydroxy-1 -methylethanephosphonate). RXN SMILES: [P:1]([O-:8])([O:5][CH2:6][CH3:7])[O:2][CH2:3][CH3:4].N12CCCNC1CCCC=C2.[CH2:20]([CH:32]([O:36][S:37]([OH:40])(=[O:39])=[O:38])[C:33](=[O:35])[CH3:34])[CH2:21][CH2:22][CH2:23][CH2:24][CH2:25][CH2:26][CH2:27][CH2:28][CH2:29][CH2:30][CH3:31]>O1CCCC1>[CH2:20]([CH:32]([O:36][S:37]([OH:40])(=[O:39])=[O:38])[C:33]([OH:35])([CH3:34])[P:1]([O:5][CH2:6][CH3:7])(=[O:8])[O:2][CH2:3][CH3:4])[CH2:21][CH2:22][CH2:23][CH2:24][CH2:25][CH2:26][CH2:27][CH2:28][CH2:29][CH2:30][CH3:31]. Procedure details: 11.3 g (81.9 mmol) of diethyl phosphite and 2 ml of 1,8-diazabicyclo[5.4.0]undecene (DBU) are initially introduced into 200 ml of anhydrous tetrahydrofuran, a solution of 15.0 g (81.9 mmol) of dodecylsulfoxyacetone in 50 ml of tetrahydrofuran is added dropwise, and the mixture is subsequently refluxed for 8 hours. When the solution has cooled, it is washed twice using saturated sodium chloride solution and dried over sodium sulfate, and the solvent is distilled off, finally at 0.5 mbar and 60° C... Reactants: CC1=CC=C(C=C1)S(=O)(=O)[O-].C1=CC=[NH+]C=C1 (PPTS), O1C(CCCC1)OCC/C=C/C=1C=C(C=C2C=NNC12)NC1=NC(=NC=C1)N (4-{7-[(E)-4-(tetrahydro-pyran-2-yloxy)-but-1-enyl]-1H-indazol-5-ylamino}-pyrimidine-2-amine). Solvent: CO (MeOH), CCOC(=O)C (EtOAc). Reaction conditions: temperature 25 celsius, time 5 hour. Product: NC1=NC=CC(=N1)NC=1C=C2C=NNC2=C(C1)/C=C/CCO ((E)-4-[5-(2-amino-pyrimidin-4-ylamino)-1H-indazol-7-yl]-but-3-en-1-ol). Yield: 51.0%. Reaction SMILES: CC1C=CC(S([O-])(=O)=O)=CC=1.C1C=C[NH+]=CC=1.O1CCCCC1[O:24][CH2:25][CH2:26]/[CH:27]=[CH:28]/[C:29]1[CH:30]=[C:31]([NH:38][C:39]2[CH:44]=[CH:43][N:42]=[C:41]([NH2:45])[N:40]=2)[CH:32]=[C:33]2[C:37]=1[NH:36][N:35]=[CH:34]2>CO.CCOC(C)=O>[NH2:45][C:41]1[N:40]=[C:39]([NH:38][C:31]2[CH:32]=[C:33]3[C:37](=[C:29](/[CH:28]=[CH:27]/[CH2:26][CH2:25][OH:24])[CH:30]=2)[NH:36][N:35]=[CH:34]3)[CH:44]=[CH:43][N:42]=1 |f:0.1|. Procedure: PPTS (0.019 g, 0.075 mmol) was added to a mixture of 4-{7-[(E)-4-(tetrahydro-pyran-2-yloxy)-but-1-enyl]-1H-indazol-5-ylamino}-pyrimidine-2-amine (prepared from Example #N.2.7 reacted with trans-2-[3-(4,4,5,5-tetramethyl-1,3,2-dioxaborolan-2-yl)allyoxy]-tetrahydropyran using general procedure F, 0.037 g, 0.100 mmol) in MeOH (3.0 mL). The reaction mixture was stirred at about 25° C. for about 5 hours. The reaction mixture was diluted with EtOAc (5 mL) and was washed with aqueous Na2CO3 solution (5... Reactants: C1(=CC=CC=C1)B(O)O (Phenylboronic acid), C1(=CC=CC=C1)P(C1=CC=CC=C1)C1=CC=CC=C1 (triphenylphosphine), C([O-])([O-])=O.[Na+].[Na+] (sodium carbonate), BrC=1C=CC=2C3=C(C=NC2C1)N=C(N3CCCC(C)=O)CCC (5-(7-Bromo-2-propyl-1H-imidazo[4,5-c]quinolin-1-yl)pentan-2-one). The reagents and catalysts are C(C)(=O)[O-].[Pd+2].C(C)(=O)[O-] (palladium (II) acetate). Run in C(CC)O (propanol). Run at temperature 100 celsius. Yields the product C1(=CC=CC=C1)C=1C=CC=2C3=C(C=NC2C1)N=C(N3CCCC(C)=O)CCC (5-(7-phenyl-2-propyl-1H-imidazo[4,5-c]quinolin-1-yl)pentan-2-one). Isolated yield 40.3%. As a reaction SMILES: Br[C:2]1[CH:3]=[CH:4][C:5]2[C:6]3[N:14]([CH2:15][CH2:16][CH2:17][C:18](=[O:20])[CH3:19])[C:13]([CH2:21][CH2:22][CH3:23])=[N:12][C:7]=3[CH:8]=[N:9][C:10]=2[CH:11]=1.[C:24]1(B(O)O)[CH:29]=[CH:28][CH:27]=[CH:26][CH:25]=1.C1(P(C2C=CC=CC=2)C2C=CC=CC=2)C=CC=CC=1.C(=O)([O-])[O-].[Na+].[Na+]>C(O)CC.C([O-])(=O)C.[Pd+2].C([O-])(=O)C>[C:24]1([C:2]2[CH:3]=[CH:4][C:5]3[C:6]4[N:14]([CH2:15][CH2:16][CH2:17][C:18](=[O:20])[CH3:19])[C:13]([CH2:21][CH2:22][CH3:23])=[N:12][C:7]=4[CH:8]=[N:9][C:10]=3[CH:11]=2)[CH:29]=[CH:28][CH:27]=[CH:26][CH:25]=1 |f:3.4.5,7.8.9|. Procedure details: 5-(7-Bromo-2-propyl-1H-imidazo[4,5-c]quinolin-1-yl)pentan-2-one (2.5 g, 6.68 mmol) was dissolved in propanol (25 mL) and water (5 mL) and degassed with nitrogen for 5 minutes. Phenylboronic acid (1.97 g, 7.35 mmol), palladium (II) acetate (7 mg, 0.03 mmol), triphenylphosphine (0.17 g, 0.06 mmol), and sodium carbonate (0.85 g, 8.01 mmol) were added sequentially to the reaction mixture and heated at 100° C. overnight. The mixture was concentrated under reduced pressure and the residue was diluted ... The reactants are C(C1=CC=CC=C1)OCCCCCCN1CCC(CC1)=O (1-(6-benzyloxyhexyl)-4-piperidone), Cl.NO (hydroxylamine hydrochloride). Product: C(C1=CC=CC=C1)OCCCCCCN1CCC(CC1)=NO (1-(6-Benzyloxyhexyl)-4-piperidone oxime). RXN SMILES: [CH2:1]([O:8][CH2:9][CH2:10][CH2:11][CH2:12][CH2:13][CH2:14][N:15]1[CH2:20][CH2:19][C:18](=O)[CH2:17][CH2:16]1)[C:2]1[CH:7]=[CH:6][CH:5]=[CH:4][CH:3]=1.Cl.[NH2:23][OH:24]>>[CH2:1]([O:8][CH2:9][CH2:10][CH2:11][CH2:12][CH2:13][CH2:14][N:15]1[CH2:20][CH2:19][C:18](=[N:23][OH:24])[CH2:17][CH2:16]1)[C:2]1[CH:7]=[CH:6][CH:5]=[CH:4][CH:3]=1 |f:1.2|. Reported procedure: 1-(6-Benzyloxyhexyl)-4-piperidone oxime is prepared from 1-(6-benzyloxyhexyl)-4-piperidone and hydroxylamine hydrochloride essentially as described above in Example 38, Scheme C, step b. Reactants: C(C)(=O)OCCNC1=C(C(=NC(=C1[N+](=O)[O-])OC1=CC=CC=C1)C)C (1-[(2,3-Dimethyl-5-nitro-6-phenoxypyridin-4-yl)amino]eth-2-yl acetate), [H][H] (hydrogen). Reagents/catalysts: [Pt] (platinum on carbon). Run in C1(=CC=CC=C1)C (Toluene). The product is C(C)(=O)OCCNC1=C(C(=NC(=C1C)C)OC1=CC=CC=C1)N (1-[(3-Amino-5,6-dimethyl-2-phenoxypyridin-4-yl)amino]eth-2-yl Acetate). Reaction SMILES: [C:1]([O:4][CH2:5][CH2:6][NH:7][C:8]1[C:13]([N+:14]([O-])=O)=[C:12]([O:17][C:18]2[CH:23]=[CH:22][CH:21]=[CH:20][CH:19]=2)[N:11]=[C:10]([CH3:24])[C:9]=1[CH3:25])(=[O:3])[CH3:2].[H][H]>[Pt].C1(C)C=CC=CC=1>[C:1]([O:4][CH2:5][CH2:6][NH:7][C:8]1[C:9]([CH3:25])=[C:10]([CH3:24])[N:11]=[C:12]([O:17][C:18]2[CH:19]=[CH:20][CH:21]=[CH:22][CH:23]=2)[C:13]=1[NH2:14])(=[O:3])[CH3:2]. Procedure: 1-[(2,3-Dimethyl-5-nitro-6-phenoxypyridin-4-yl)amino]eth-2-yl acetate (11.5 g, 33.30 mmol) was combined with 5% platinum on carbon (5.0 g) in a Parr flask. Toluene was added to the flask (120 mL) and the resulting mixture was pressurized with hydrogen at 310 kPa at room temperature for 1.6 hours. The reaction was complete as determined by LC/MS and HPLC. The resulting reaction mixture was filtered through Celite™ filter agent, and the filter cake was rinsed with more toluene. The volatiles were ... Starting materials: CN(C)C=CC1=C(C=C(C=C1)OC(F)(F)F)[N+](=O)[O-] (N,N-dimethyl-2-(2-nitro-4-trifluoromethoxyphenyl)vinylamine). Reagents/catalysts: [Ni] (Raney® nickel). Solvent: C(C)O (ethanol). Conditions: time 18 hour. Product: FC(OC1=CC=C2C=CNC2=C1)(F)F (6-Trifluoromethoxy-1H-indole). RXN SMILES: CN([CH:4]=[CH:5][C:6]1[CH:11]=[CH:10][C:9]([O:12][C:13]([F:16])([F:15])[F:14])=[CH:8][C:7]=1[N+:17]([O-])=O)C>C(O)C.[Ni]>[F:16][C:13]([F:14])([F:15])[O:12][C:9]1[CH:8]=[C:7]2[C:6]([CH:5]=[CH:4][NH:17]2)=[CH:11][CH:10]=1. Procedure details: Combine N,N-dimethyl-2-(2-nitro-4-trifluoromethoxyphenyl)vinylamine (4.64 g, 16.8 mmol) and Raney® nickel (900 mg) in ethanol (100 ml). Hydrogenate at 60 psi (410 kPa). and ambient temperature. After 18 hours, filter through celite, concentrate the filtrate to residue, and chromatograph on silica gel eluting with hexanes/ethyl acetate (30/70) to give, after evaporation, the title compound as an off-white powder: mp 59° C. MS (ACPI): m/e 200.0 (M−1).